Task: describe an organic reaction: reactants, conditions, products, and yield. Dataset: the Open Reaction Database (ORD), a public repository of structured organic reaction records Reactants: O=C1Cc2ccccc2CO1, Nc1cccc(C=Cc2nc(C3CCC3)cs2)c1. The product is O=C(Cc1ccccc1CO)Nc1cccc(C=Cc2nc(C3CCC3)cs2)c1. Reaction SMILES: [CH2:19]1[O:20][C:21](=[O:29])[CH2:22][c:23]2[cH:24][cH:25][cH:26][cH:27][c:28]21.[CH:1]1([c:5]2[n:6][c:7]([CH:10]=[CH:11][c:12]3[cH:13][c:14]([NH2:18])[cH:15][cH:16][cH:17]3)[s:8][cH:9]2)[CH2:2][CH2:3][CH2:4]1>>[CH:1]1([c:5]2[n:6][c:7]([CH:10]=[CH:11][c:12]3[cH:13][c:14]([NH:18][C:21]([CH2:22][c:23]4[cH:24][cH:25][cH:26][cH:27][c:28]4[CH2:19][OH:20])=[O:29])[cH:15][cH:16][cH:17]3)[s:8][cH:9]2)[CH2:2][CH2:3][CH2:4]1. Reactants: CC[SiH](CC)CC, C1COCCO1, COC(=O)c1c(OC)cccc1Oc1ccc(C=O)cc1, Cl, O=C1C=C(c2ccc(CO)cc2)S(=O)(=O)N1. The product is COC(=O)c1c(OC)cccc1Oc1ccc(COCc2ccc(C3=CC(=O)NS3(=O)=O)cc2)cc1. As a reaction SMILES: [CH2:38]([SiH:39]([CH2:40][CH3:41])[CH2:42][CH3:43])[CH3:44].[CH2:46]1[O:47][CH2:48][CH2:49][O:50][CH2:51]1.[CH:1](=[O:2])[c:3]1[cH:4][cH:5][c:6]([O:7][c:8]2[c:9]([C:10](=[O:11])[O:12][CH3:13])[c:14]([O:18][CH3:19])[cH:15][cH:16][cH:17]2)[cH:20][cH:21]1.[ClH:45].[OH:22][CH2:23][c:24]1[cH:25][cH:26][c:27]([C:30]2=[CH:31][C:32](=[O:37])[NH:33][S:34]2(=[O:35])=[O:36])[cH:28][cH:29]1>>[CH2:1]([O:2][CH2:23][c:24]1[cH:25][cH:26][c:27]([C:30]2=[CH:31][C:32](=[O:37])[NH:33][S:34]2(=[O:35])=[O:36])[cH:28][cH:29]1)[c:3]1[cH:4][cH:5][c:6]([O:7][c:8]2[c:9]([C:10](=[O:11])[O:12][CH3:13])[c:14]([O:18][CH3:19])[cH:15][cH:16][cH:17]2)[cH:20][cH:21]1. The reactants are ClCCCc1nc(C(Cl)(Cl)Cl)nc(C(Cl)(Cl)Cl)n1, N, C1CCOC1, O. The product is Nc1nc(CCCCl)nc(C(Cl)(Cl)Cl)n1. RXN SMILES: [Cl:1][CH2:2][CH2:3][CH2:4][c:5]1[n:6][c:7]([C:15]([Cl:16])([Cl:17])[Cl:18])[n:8][c:9]([C:11]([Cl:12])([Cl:13])[Cl:14])[n:10]1.[NH3:19].[O:21]1[CH2:22][CH2:23][CH2:24][CH2:25]1.[OH2:20]>>[Cl:1][CH2:2][CH2:3][CH2:4][c:5]1[n:6][c:7]([NH2:19])[n:8][c:9]([C:11]([Cl:12])([Cl:13])[Cl:14])[n:10]1. Reactants: BrC=1C=C(C(=NC1)Cl)N (5-Bromo-2-chloro-3-pyridinamine), CS(=O)(=O)Cl (methanesulfonyl chloride), CS(=O)(=O)Cl (methanesulfonyl chloride), CS(=O)(=O)Cl (methanesulfonyl chloride), Cl (hydrochloric acid). The solvent is N1=CC=CC=C1 (pyridine). Conditions: time 8 hour. Product: BrC=1C=C(C(=NC1)Cl)NS(=O)(=O)C (N-(5-Bromo-2-chloro-3-pyridinyl)methanesulfonamide), solid. As a reaction SMILES: [Br:1][C:2]1[CH:3]=[C:4]([NH2:9])[C:5]([Cl:8])=[N:6][CH:7]=1.[CH3:10][S:11](Cl)(=[O:13])=[O:12].Cl>N1C=CC=CC=1>[Br:1][C:2]1[CH:3]=[C:4]([NH:9][S:11]([CH3:10])(=[O:13])=[O:12])[C:5]([Cl:8])=[N:6][CH:7]=1. Procedure details: 5-Bromo-2-chloro-3-pyridinamine [commercially available] (10 g, 48.2 mmol) was dissolved in pyridine (75 ml) and methanesulfonyl chloride (7.46 ml, 96 mmol) added, and the mixture stirred overnight. Further methanesulfonyl chloride (2.1 ml) was added and the reaction stirred at room temperature for 5 h. A further portion of methanesulfonyl chloride (2.1 ml) was added and the mixture stirred at room temperature overnight. The pH was adjusted to ˜pH6 by the addition of 2M hydrochloric acid. The mi... Reactants: CN(C(=O)N(CC(CC)OC(C)=O)C1CCCCC1)CCCOC=1C=C2C=CC(NC2=CC1)=O (6-{3-[1-Methyl-3-cyclohexyl-3-(2-acetyloxybutyl)ureido]propoxy}-carbostyril), [OH-].[K+] (potassium hydroxide). The solvent is CO (methanol). Conditions: time 8 hour. The product is CN(C(=O)N(CC(CC)O)C1CCCCC1)CCCOC=1C=C2C=CC(NC2=CC1)=O (6-{3-[1-methyl-3-cyclohexyl-3-(2-hydroxybutyl)ureido]propoxy}carbostyril). Yield: 40.4%. RXN SMILES: [CH3:1][N:2]([CH2:20][CH2:21][CH2:22][O:23][C:24]1[CH:25]=[C:26]2[C:31](=[CH:32][CH:33]=1)[NH:30][C:29](=[O:34])[CH:28]=[CH:27]2)[C:3]([N:5]([CH:14]1[CH2:19][CH2:18][CH2:17][CH2:16][CH2:15]1)[CH2:6][CH:7]([O:10]C(=O)C)[CH2:8][CH3:9])=[O:4].[OH-].[K+]>CO>[CH3:1][N:2]([CH2:20][CH2:21][CH2:22][O:23][C:24]1[CH:25]=[C:26]2[C:31](=[CH:32][CH:33]=1)[NH:30][C:29](=[O:34])[CH:28]=[CH:27]2)[C:3]([N:5]([CH:14]1[CH2:15][CH2:16][CH2:17][CH2:18][CH2:19]1)[CH2:6][CH:7]([OH:10])[CH2:8][CH3:9])=[O:4] |f:1.2|. Reported procedure: 6-{3-[1-Methyl-3-cyclohexyl-3-(2-acetyloxybutyl)ureido]propoxy}-carbostyril (1.63 g) is added to methanol (10 ml), and thereto is added dropwise a 10% aqueous potassium hydroxide solution (10 ml). The mixture is stirred at room temperature overnight, and concentrated under reduced pressure to remove the solvent. The resultant is poured into water, and extracted with chloroform. The extract is concentrated under reduced pressure to remove the solvent, and the residue is purified by silica gel col...